Task: describe an organic reaction: reactants, conditions, products, and yield. Dataset: the Open Reaction Database (ORD), a public repository of structured organic reaction records Reactants: C(C)N=C=O (ethyl isocyanate), C(C)OC(C1=C(C=CC(=C1OC)OC)N)=O (2-amino-5,6-dimethoxybenzoic acid ethyl ester). The solvent is N1=CC=CC=C1 (pyridine), N1=CC=CC=C1 (pyridine), [OH-].[Na+] (NaOH). Conditions: temperature 0 celsius, time 1 hour. Product: C(C)N1C(NC2=CC=C(C(=C2C1=O)OC)OC)=O (3-Ethyl-5,6-dimethoxyquinazolin-2,4(1H, 3H)-dione). Yield: 80.5%. RXN SMILES: [CH2:1]([N:3]=[C:4]=[O:5])[CH3:2].C([O:8][C:9](=O)[C:10]1[C:15]([O:16][CH3:17])=[C:14]([O:18][CH3:19])[CH:13]=[CH:12][C:11]=1[NH2:20])C>N1C=CC=CC=1.[OH-].[Na+]>[CH2:1]([N:3]1[C:9](=[O:8])[C:10]2[C:11](=[CH:12][CH:13]=[C:14]([O:18][CH3:19])[C:15]=2[O:16][CH3:17])[NH:20][C:4]1=[O:5])[CH3:2] |f:3.4|. Procedure details: To ethyl isocyanate (1.65 ml, 1.48 g, 20.8 mM) in pyridine (9.2 ml) at 0° C. was added a cold solution of 2-amino-5,6-dimethoxybenzoic acid ethyl ester (3.0 g, 20.8 mM) in pyridine (16.7 ml). The solution was stirred at 0° C. for thirty minutes, then kept at room temperature for one hour. During this time, a precipitate formed. The mixture was concentrated to dryness to give an off-white solid. This was dissolved in 69.9 ml of 1N NaOH (4:1 MeOH-H2O) and heated at reflux for two hours. The solven... The reactants are CCN1c2ncc(C#Cc3ccccc3)cc2C(=O)N(C)c2cccnc21, CCO, [H][H]. The product is CCN1c2ncc(C=Cc3ccccc3)cc2C(=O)N(C)c2cccnc21. RXN SMILES: [CH2:1]([CH3:2])[N:3]1[c:4]2[c:5]([cH:24][cH:25][cH:26][n:27]2)[N:6]([CH3:23])[C:7](=[O:22])[c:8]2[c:9]1[n:10][cH:11][c:12]([C:14]#[C:15][c:16]1[cH:17][cH:18][cH:19][cH:20][cH:21]1)[cH:13]2.[CH3:30][CH2:31][OH:32].[H:28][H:29]>>[CH2:1]([CH3:2])[N:3]1[c:4]2[c:5]([cH:24][cH:25][cH:26][n:27]2)[N:6]([CH3:23])[C:7](=[O:22])[c:8]2[c:9]1[n:10][cH:11][c:12]([CH:14]=[CH:15][c:16]1[cH:17][cH:18][cH:19][cH:20][cH:21]1)[cH:13]2.